Task: describe an organic reaction: reactants, conditions, products, and yield. Dataset: the Open Reaction Database (ORD), a public repository of structured organic reaction records Reactants: CCOCC, O=C(CCl)Nc1ccc2[nH]ncc2c1, Fc1ccc(CC2CCNCC2)cc1. Yields the product O=C(CN1CCC(Cc2ccc(F)cc2)CC1)Nc1ccc2[nH]ncc2c1. RXN SMILES: [CH2:29]([O:30][CH2:31][CH3:32])[CH3:33].[Cl:1][CH2:2][C:3](=[O:4])[NH:5][c:6]1[cH:7][c:8]2[cH:9][n:10][nH:11][c:12]2[cH:13][cH:14]1.[F:15][c:16]1[cH:17][cH:18][c:19]([CH2:20][CH:21]2[CH2:22][CH2:23][NH:24][CH2:25][CH2:26]2)[cH:27][cH:28]1>>[CH2:2]([C:3](=[O:4])[NH:5][c:6]1[cH:7][c:8]2[cH:9][n:10][nH:11][c:12]2[cH:13][cH:14]1)[N:24]1[CH2:23][CH2:22][CH:21]([CH2:20][c:19]2[cH:18][cH:17][c:16]([F:15])[cH:28][cH:27]2)[CH2:26][CH2:25]1. Starting materials: C(C)(C)(C)N1N=CC(=C1C1=CC=C(C=C1)F)C=1SC=C(N1)CC(=O)O (2-(2-(1-tert-butyl-5-(4-fluorophenyl)-1H-pyrazol-4-yl)thiazol-4-yl)acetic acid), COCCNC (2-methoxy-N-methylethanamine). Yields the product C(C)(C)(C)N1N=CC(=C1C1=CC=C(C=C1)F)C=1SC=C(N1)CC(=O)N(C)CCOC (2-{2-[1-tert-butyl-5-(4-fluorophenyl)-1H-pyrazol-4-yl]-1,3-thiazol-4-yl}-N-(2-methoxyethyl)-N-methylacetamide). Reaction SMILES: [C:1]([N:5]1[C:9]([C:10]2[CH:15]=[CH:14][C:13]([F:16])=[CH:12][CH:11]=2)=[C:8]([C:17]2[S:18][CH:19]=[C:20]([CH2:22][C:23](O)=[O:24])[N:21]=2)[CH:7]=[N:6]1)([CH3:4])([CH3:3])[CH3:2].[CH3:26][O:27][CH2:28][CH2:29][NH:30][CH3:31]>>[C:1]([N:5]1[C:9]([C:10]2[CH:15]=[CH:14][C:13]([F:16])=[CH:12][CH:11]=2)=[C:8]([C:17]2[S:18][CH:19]=[C:20]([CH2:22][C:23]([N:30]([CH2:29][CH2:28][O:27][CH3:26])[CH3:31])=[O:24])[N:21]=2)[CH:7]=[N:6]1)([CH3:2])([CH3:3])[CH3:4]. Procedure details: Using 2-(2-(1-tert-butyl-5-(4-fluorophenyl)-1H-pyrazol-4-yl)thiazol-4-yl)acetic acid and 2-methoxy-N-methylethanamine and by reaction and purification in the same manner as in the method described in Example 1, step 7, the title compound was obtained. Reactants: Fc1nc(F)nc(OC(F)(F)F)n1, N, C1CCOC1. Product: Nc1nc(F)nc(OC(F)(F)F)n1. RXN SMILES: [F:2][c:3]1[n:4][c:5]([O:10][C:11]([F:12])([F:13])[F:14])[n:6][c:7]([F:9])[n:8]1.[NH3:1].[O:15]1[CH2:16][CH2:17][CH2:18][CH2:19]1>>[NH2:1][c:3]1[n:4][c:5]([O:10][C:11]([F:12])([F:13])[F:14])[n:6][c:7]([F:9])[n:8]1.